Dataset: the Open Reaction Database (ORD), a public repository of structured organic reaction records. Task: describe an organic reaction: reactants, conditions, products, and yield Starting materials: [Br-], CCOC(C)=O, ClC(Cl)Cl, N#Cc1ccc(CC(=O)c2ccc(C#N)cc2)cc1. Yields the product N#Cc1ccc(C(=O)C(Br)c2ccc(C#N)cc2)cc1. RXN SMILES: [Br-:20].[CH2:21]([O:22][C:23](=[O:24])[CH3:25])[CH3:26].[CH:27]([Cl:28])([Cl:29])[Cl:30].[O:1]=[C:2]([CH2:3][c:4]1[cH:5][cH:6][c:7]([C:10]#[N:11])[cH:8][cH:9]1)[c:12]1[cH:13][cH:14][c:15]([C:18]#[N:19])[cH:16][cH:17]1>>[O:1]=[C:2]([CH:3]([c:4]1[cH:5][cH:6][c:7]([C:10]#[N:11])[cH:8][cH:9]1)[Br:20])[c:12]1[cH:13][cH:14][c:15]([C:18]#[N:19])[cH:16][cH:17]1. Starting materials: C[Si](C)(C)Cl, COC(=O)CCCC#CCC1=CC(O)CC1=O, c1ccncc1. Yields the product COC(=O)CCCC#CCC1=CC(O[Si](C)(C)C)CC1=O. As a reaction SMILES: [Cl:18][Si:19]([CH3:20])([CH3:21])[CH3:22].[OH:1][CH:2]1[CH:3]=[C:4]([CH2:8][C:9]#[C:10][CH2:11][CH2:12][CH2:13][C:14](=[O:15])[O:16][CH3:17])[C:5](=[O:7])[CH2:6]1.[cH:23]1[cH:24][cH:25][n:26][cH:27][cH:28]1>>[O:1]([CH:2]1[CH:3]=[C:4]([CH2:8][C:9]#[C:10][CH2:11][CH2:12][CH2:13][C:14](=[O:15])[O:16][CH3:17])[C:5](=[O:7])[CH2:6]1)[Si:19]([CH3:20])([CH3:21])[CH3:22]. The reactants are C(CCC(=O)OCC)(=O)OCC (diethyl succinate), C(=O)OCC (ethyl formate), C(C)O (Ethanol), [Na] (sodium). Run in C1(=CC=CC=C1)C (toluene), O (water). Conditions: temperature 80 celsius, time 16 hour. Yields the product C(=O)C(C(=O)OCC)CC(=O)OCC (diethyl (RS)-formylsuccinate). As a reaction SMILES: [CH2:1]([OH:3])C.[Na].[C:5]([O:14][CH2:15][CH3:16])(=[O:13])[CH2:6][CH2:7][C:8]([O:10][CH2:11][CH3:12])=[O:9].C(OCC)=O>C1(C)C=CC=CC=1.O>[CH:1]([CH:6]([CH2:7][C:8]([O:10][CH2:11][CH3:12])=[O:9])[C:5]([O:14][CH2:15][CH3:16])=[O:13])=[O:3] |^1:3|. Reported procedure: Ethanol (20 cm3) was added portionwise to a suspension of finely divided sodium (10.0 g) in dry toluene (100 cm3). On completion of the addition the mixture was heated for 3.5 hours at 80° C. To the resulting yellow suspension, cooled to 20° C., was added dropwise, over a period of 1 hour, a mixture of diethyl succinate (70.0 g) and ethyl formate (35.0 g), whilst the temperature of the mixture was maintained in the range 20° to 30° C. The mixture was kept at the ambient temperature for 16 hours ... The reactants are O=C(O)Cc1cncc(Br)c1, Cc1ccccc1, C[Si](C)(C)C=[N+]=[N-], CO. Yields the product COC(=O)Cc1cncc(Br)c1. As a reaction SMILES: [Br:8][c:9]1[cH:10][c:11]([CH2:15][C:16](=[O:17])[OH:18])[cH:12][n:13][cH:14]1.[CH3:19][c:20]1[cH:21][cH:22][cH:23][cH:24][cH:25]1.[CH3:1][Si:2]([CH:3]=[N+:4]=[N-:5])([CH3:6])[CH3:7].[CH3:26][OH:27]>>[CH3:1][O:17][C:16]([CH2:15][c:11]1[cH:10][c:9]([Br:8])[cH:14][n:13][cH:12]1)=[O:18]. The reactants are CN(C=O)C (N,N-dimethylformamide), O1CCN(CC1)CCCN1N=C(C2=CC(=CC=C12)Cl)N (1-(3-morpholinopropyl)-3-amino-5-chloroindazole), Br.BrCCCN(CC)CC (3-bromopropyldiethylamine hydrobromide), C([O-])([O-])=O.[K+].[K+] (potassium carbonate). Solvent: C(Cl)(Cl)Cl (chloroform), O (water). Conditions: temperature 80 celsius, time 12 hour. The product is O1CCN(CC1)CCCN1N=C(C2=CC(=CC=C12)Cl)NCCCN(CC)CC (1-(3-morpholinopropyl)-3-(3-diethylaminopropylamino)-5-chloroindazole). The yield is 59.1%. Reaction SMILES: CN(C)C=O.[O:6]1[CH2:11][CH2:10][N:9]([CH2:12][CH2:13][CH2:14][N:15]2[C:23]3[C:18](=[CH:19][C:20]([Cl:24])=[CH:21][CH:22]=3)[C:17]([NH2:25])=[N:16]2)[CH2:8][CH2:7]1.Br.Br[CH2:28][CH2:29][CH2:30][N:31]([CH2:34][CH3:35])[CH2:32][CH3:33].C(=O)([O-])[O-].[K+].[K+]>C(Cl)(Cl)Cl.O>[O:6]1[CH2:11][CH2:10][N:9]([CH2:12][CH2:13][CH2:14][N:15]2[C:23]3[C:18](=[CH:19][C:20]([Cl:24])=[CH:21][CH:22]=3)[C:17]([NH:25][CH2:28][CH2:29][CH2:30][N:31]([CH2:34][CH3:35])[CH2:32][CH3:33])=[N:16]2)[CH2:8][CH2:7]1 |f:2.3,4.5.6|. Procedure: To 60 ml of anhydrous N,N-dimethylformamide were added 9.63 g of the 1-(3-morpholinopropyl)-3-amino-5-chloroindazole, 8.98 g of 3-bromopropyldiethylamine hydrobromide and 7.89 g of anhydrous potassium carbonate, and the mixture was stirred for 12 hours at 80° C. After cooling, the mixture was added with 80 ml of water and extracted with diethyl ether. The diethyl ether layer was extracted three times with 2N hydrochloric acid, and the hydrochloric acid layer was washed with diethyl ether. The pH... Reported procedure: A solution of butyllithium (1.6 M, 3.44 mL, 5.5 mmol) was added at −20° C. to a solution of 1-methyl-3-phenyl-1H-indole (1b) (1.08 g, 5.3 mmol) in anhydrous tetrahydrofuran (20 mL) under a nitrogen atmosphere. After 1 hour, a solution of ethyl glyoxylate in toluene (50%, 1.1 mL, 5.5 mmol) was added. The reaction mixture was slowly warmed to room temperature for 2 hours, quenched with water (5 mL) and concentrated in vacuo. The residue was partitioned between dichloromethane (40 mL) and water (15... Yield: 22.0%. Yields the product OC(C(=O)OCC)C=1N(C2=CC=CC=C2C1C1=CC=CC=C1)C (ethyl 2-hydroxy-2-(1-methyl-3-phenyl-1H-indol-2-yl)acetate). Run in O1CCCC1 (tetrahydrofuran). Reaction conditions: time 1 hour. As a reaction SMILES: C([Li])CCC.[CH3:6][N:7]1[C:15]2[C:10](=[CH:11][CH:12]=[CH:13][CH:14]=2)[C:9]([C:16]2[CH:21]=[CH:20][CH:19]=[CH:18][CH:17]=2)=[CH:8]1.[C:22]([O:26][CH2:27][CH3:28])(=[O:25])[CH:23]=[O:24].C1(C)C=CC=CC=1>O1CCCC1>[OH:24][CH:23]([C:8]1[N:7]([CH3:6])[C:15]2[C:10]([C:9]=1[C:16]1[CH:21]=[CH:20][CH:19]=[CH:18][CH:17]=1)=[CH:11][CH:12]=[CH:13][CH:14]=2)[C:22]([O:26][CH2:27][CH3:28])=[O:25]. Reactants: C(CCC)[Li] (butyllithium), CN1C=C(C2=CC=CC=C12)C1=CC=CC=C1 (1-methyl-3-phenyl-1H-indole), C(C=O)(=O)OCC (ethyl glyoxylate), C1(=CC=CC=C1)C (toluene). Starting materials: [OH-].[Na+] (sodium hydroxide), ClC=1C=C2CCC(NC2=CC1O)=O (6-chloro-7-hydroxy-3,4-dihydrocarbostyril), [OH-].[Na+] (sodium hydroxide), C(Cl)C1CO1 (epichlorohydrin). Solvent: CO (methanol). Reaction conditions: time 3 hour. Product: ClC=1C=C2CCC(NC2=CC1OCC1CO1)=O (6-chloro-7-(2,3-epoxypropoxy)-3,4-dihydrocarbostyril). RXN SMILES: [Cl:1][C:2]1[CH:3]=[C:4]2[C:9](=[CH:10][C:11]=1[OH:12])[NH:8][C:7](=[O:13])[CH2:6][CH2:5]2.[OH-].[Na+].[CH2:16]([CH:18]1[O:20][CH2:19]1)Cl>CO>[Cl:1][C:2]1[CH:3]=[C:4]2[C:9](=[CH:10][C:11]=1[O:12][CH2:16][CH:18]1[O:20][CH2:19]1)[NH:8][C:7](=[O:13])[CH2:6][CH2:5]2 |f:1.2|. Reported procedure: 20.0 grams of 6-chloro-7-hydroxy-3,4-dihydrocarbostyril and 3.7 g of sodium hydroxide are mixed with 100 ml of methanol and stirred for 3 hours, then 150 ml of epichlorohydrin is added thereto and heated for 5 hours under refluxing conditions. After the reaction is completed, the reaction mixture is concentrated under reduced pressure to dryness. The residue thus obtained is mixed with 100 ml of 2N-sodium hydroxide and stirred well. The insoluble matter is separated by filtration, washed with wa...